The task is: describe an organic reaction: reactants, conditions, products, and yield. This data is from the Open Reaction Database (ORD), a public repository of structured organic reaction records. Reactants: 2-[, FC(C=1C=C2NC(C(N(C2=CC1)CCO)=O)=O)(F)F ((6 trifluoromethylquinoxaline-2,3-dion-1-yl)ethyl alcohol), S(=O)(Cl)Cl (thionyl chloride). Product: FC(C=1C=C2NC(C(N(C2=CC1)CCCl)=O)=O)(F)F ((6-Trifluoromethylquinoxaline-2,3-dion-1-yl)ethyl chloride). Reaction SMILES: [F:1][C:2]([F:19])([F:18])[C:3]1[CH:4]=[C:5]2[C:10](=[CH:11][CH:12]=1)[N:9]([CH2:13][CH2:14]O)[C:8](=[O:16])[C:7](=[O:17])[NH:6]2.S(Cl)([Cl:22])=O>>[F:1][C:2]([F:19])([F:18])[C:3]1[CH:4]=[C:5]2[C:10](=[CH:11][CH:12]=1)[N:9]([CH2:13][CH2:14][Cl:22])[C:8](=[O:16])[C:7](=[O:17])[NH:6]2. Procedure: 1.3 g (4.7 mmol) of 2-[(6 trifluoromethylquinoxaline-2,3-dion-1-yl)ethyl alcohol is stirred in 20 ml of thionyl chloride for 4 hours at room temperature. After concentration by evaporation and subsequent distillation with toluene, 1.34 g (97% of theory) of 2-[(6 trifluoromethylquinoxaline-2,3-dion-1-yl)ethyl chloride is obtained. The reactants are S1C=NC(=C1)CN1C(=NC2=C1C=CC=C2)CC2CCN(CC2)C(=O)OCC (ethyl 4-[[1-(4-thiazolylmethyl)-1H-benzimidazol-2-yl]methyl]-1-piperidinecarboxylate), Br (hydrobromic acid). Reported procedure: A mixture of 2 parts of ethyl 4-[[1-(4-thiazolylmethyl)-1H-benzimidazol-2-yl]methyl]-1-piperidinecarboxylate and 30 parts of a hydrobromic acid solution 48% was stirred and refluxed for 15 minutes. The reaction mixture was evaporated. The oily residue was crystallized from a mixture of ethanol and 2-propanone, yielding 2 parts of 2-(4-piperidinylmethyl)-1-(4-thiazolylmethyl)-1H-benzimidazole trihydrobromide; mp. 208.3°-226.3° C. (72). Product: Br.Br.Br.N1CCC(CC1)CC1=NC2=C(N1CC=1N=CSC1)C=CC=C2 (2-(4-piperidinylmethyl)-1-(4-thiazolylmethyl)-1H-benzimidazole trihydrobromide). As a reaction SMILES: [S:1]1[CH:5]=[C:4]([CH2:6][N:7]2[C:11]3[CH:12]=[CH:13][CH:14]=[CH:15][C:10]=3[N:9]=[C:8]2[CH2:16][CH:17]2[CH2:22][CH2:21][N:20](C(OCC)=O)[CH2:19][CH2:18]2)[N:3]=[CH:2]1.[BrH:28]>>[BrH:28].[BrH:28].[BrH:28].[NH:20]1[CH2:19][CH2:18][CH:17]([CH2:16][C:8]2[N:7]([CH2:6][C:4]3[N:3]=[CH:2][S:1][CH:5]=3)[C:11]3[CH:12]=[CH:13][CH:14]=[CH:15][C:10]=3[N:9]=2)[CH2:22][CH2:21]1 |f:2.3.4.5|. Starting materials: C(#N)C=1C=CC(=C(C=O)C1)F (5-Cyano-2-fluorobenzaldehyde), O.NN (hydrazine hydrate), C(Cl)Cl (methylene chloride). Reaction conditions: time 8 hour. Yields the product C(#N)C=1C=C2C=NNC2=CC1 (5-Cyanoindazole). RXN SMILES: [C:1]([C:3]1[CH:4]=[CH:5][C:6](F)=[C:7]([CH:10]=1)[CH:8]=O)#[N:2].C(Cl)Cl.O.[NH2:16][NH2:17]>>[C:1]([C:3]1[CH:10]=[C:7]2[C:6](=[CH:5][CH:4]=1)[NH:17][N:16]=[CH:8]2)#[N:2] |f:2.3|. Procedure details: 5-Cyano-2-fluorobenzaldehyde (512 mg, 3.43 mmol) was dissolved in hydrazine hydrate (25 mL) at room temperature and the solution left to stand overnight. To this reaction mixture was added methylene chloride (30 mL). The mixture was purified by filtration through a pad of silica eluting with methylene chloride, concentrated in vacuo to afford a white solid: The reactants are ClC1=C(C(=NC=C1)N1CCN2C=3[C@@H]4CC[C@H](C3C=C2C1=O)C4)C=O (4-Chloro-2-[(1R,11S)-7-oxo-3,6-diazatetracyclo[9.2.1.02,10.03,8]tetradeca-2(10),8-dien-6-yl]pyridine-3-carbaldehyde), CN1C(C(=CC(=C1)B1OC(C(O1)(C)C)(C)C)NC1=NN2C(CN(CC2)C)=C1)=O (1-Methyl-3-(5-methyl-4,5,6,7-tetrahydropyrazolo[1,5-a]pyrazin-2-ylamino)-5-(4,4,5,5-tetramethyl-1,3,2-dioxaborolan-2-yl)pyridin-2(1H)-one), C(C)(=O)[O-].[Na+] (sodium acetate), [O-]P(=O)([O-])[O-].[K+].[K+].[K+] (K3PO4). Reagents/catalysts: [Pd] (Pd). The solvent is O (water), C(C)#N (acetonitrile). Run at temperature 100 celsius. The product is CN1C=C(C=C(C1=O)NC1=NN2C(CN(CC2)C)=C1)C1=C(C(=NC=C1)N1CCN2C=3[C@@H]4CC[C@H](C3C=C2C1=O)C4)C=O (4-[1-Methyl-5-({5-methyl-4H,5H,6H,7H-pyrazolo[1,5-a]pyrazin-2-yl}amino)-6-oxo-1,6-dihydropyridin-3-yl]-2-[(1R,11S)-7-oxo-3,6-diazatetracyclo[9.2.1.02,10.03,8]tetradeca-2(10),8-dien-6-yl]pyridine-3-carbaldehyde). Yield: 58.8%. RXN SMILES: Cl[C:2]1[CH:7]=[CH:6][N:5]=[C:4]([N:8]2[C:20](=[O:21])[C:19]3[N:11]([C:12]4[C@H:13]5[CH2:22][C@@H:16]([C:17]=4[CH:18]=3)[CH2:15][CH2:14]5)[CH2:10][CH2:9]2)[C:3]=1[CH:23]=[O:24].[CH3:25][N:26]1[CH:31]=[C:30](B2OC(C)(C)C(C)(C)O2)[CH:29]=[C:28]([NH:41][C:42]2[CH:51]=[C:45]3[CH2:46][N:47]([CH3:50])[CH2:48][CH2:49][N:44]3[N:43]=2)[C:27]1=[O:52].C([O-])(=O)C.[Na+].[O-]P([O-])([O-])=O.[K+].[K+].[K+]>[Pd].O.C(#N)C>[CH3:25][N:26]1[C:27](=[O:52])[C:28]([NH:41][C:42]2[CH:51]=[C:45]3[CH2:46][N:47]([CH3:50])[CH2:48][CH2:49][N:44]3[N:43]=2)=[CH:29][C:30]([C:2]2[CH:7]=[CH:6][N:5]=[C:4]([N:8]3[C:20](=[O:21])[C:19]4[N:11]([C:12]5[C@H:13]6[CH2:22][C@@H:16]([C:17]=5[CH:18]=4)[CH2:15][CH2:14]6)[CH2:10][CH2:9]3)[C:3]=2[CH:23]=[O:24])=[CH:31]1 |f:2.3,4.5.6.7|. Procedure: A 100-mL round-bottomed flask equipped with a reflux condenser was charged with 170b (150 mg, 0.44 mmol), 1-methyl-3-(5-methyl-4,5,6,7-tetrahydropyrazolo[1,5-a]pyrazin-2-ylamino)-5-(4,4,5,5-tetra-methyl-1,3,2-dioxaborolan-2-yl)pyridin-2(1H)-one 135a (169 mg, 0.44 mmol), sodium acetate (72 mg, 0.88 mmol), K3PO4 (234 mg, 0.88 mmol), Pd (dppf) Cl2 (36 mg, 0.044 mmol), acetonitrile (20 mL), and water (1 mL). After bubbling nitrogen through the reaction mixture for 30 minutes, it was heated at 100° C... The reactants are COC(CCSC(CCCC1=CC=CC=C1)C1=CC=C(C=C1)OCCCOC1=CC=C(C=C1)C(C(F)(F)F)=O)=O (3-(4-Phenyl-1-{4-[3-(4-trifluoroacetylphenoxy)propoxy]phenyl}butylthio)propionic acid methyl ester), [BH4-].[Na+] (NaBH4). Run in CO (MeOH). Product: COC(CCSC(CCCC1=CC=CC=C1)C1=CC=C(C=C1)OCCCOC1=CC=C(C=C1)C(C(F)(F)F)O)=O (3-[4-Phenyl-1-(4-{3-[4-(2,2,2-trifluoro-1-hydroxyethyl)phenoxy]propoxy}phenyl)butylthio]propionic acid methyl ester). Yield: 99.7%. RXN SMILES: [CH3:1][O:2][C:3](=[O:40])[CH2:4][CH2:5][S:6][CH:7]([C:17]1[CH:22]=[CH:21][C:20]([O:23][CH2:24][CH2:25][CH2:26][O:27][C:28]2[CH:33]=[CH:32][C:31]([C:34](=[O:39])[C:35]([F:38])([F:37])[F:36])=[CH:30][CH:29]=2)=[CH:19][CH:18]=1)[CH2:8][CH2:9][CH2:10][C:11]1[CH:16]=[CH:15][CH:14]=[CH:13][CH:12]=1.[BH4-].[Na+]>CO>[CH3:1][O:2][C:3](=[O:40])[CH2:4][CH2:5][S:6][CH:7]([C:17]1[CH:22]=[CH:21][C:20]([O:23][CH2:24][CH2:25][CH2:26][O:27][C:28]2[CH:33]=[CH:32][C:31]([CH:34]([OH:39])[C:35]([F:36])([F:37])[F:38])=[CH:30][CH:29]=2)=[CH:19][CH:18]=1)[CH2:8][CH2:9][CH2:10][C:11]1[CH:12]=[CH:13][CH:14]=[CH:15][CH:16]=1 |f:1.2|. Procedure: The product from Step 5 of Example 7 (150 mg) was dissolved in 20 mL of MeOH, and treated with 15 mg of NaBH4 at 0° C. After 10 min. the mixture was quenched with 10 mL of sat. NH4Cl, and extracted with 50 mL of EtOAc. The extract was dried over NaSO4 and concentrated to give 150 mg of the title compound. Reaction SMILES: C1(CCCCCCCCC2C=CC=CC=2C=O)C=CC=CC=1.[F:23][C:24]([F:39])([F:38])[CH2:25][CH2:26][CH2:27][CH2:28][CH2:29][CH2:30][CH2:31][CH2:32][CH2:33][CH2:34][CH2:35][Mg]Br.CO[C:42]1[CH:47]=[CH:46][CH:45]=[CH:44][C:43]=1[C:48]1[O:49][CH2:50][C:51]([CH3:54])([CH3:53])[N:52]=1>O1CCCC1>[F:23][C:24]([F:39])([F:38])[CH2:25][CH2:26][CH2:27][CH2:28][CH2:29][CH2:30][CH2:31][CH2:32][CH2:33][CH2:34][CH2:35][C:42]1[CH:47]=[CH:46][CH:45]=[CH:44][C:43]=1[C:48]1[O:49][CH2:50][C:51]([CH3:54])([CH3:53])[N:52]=1. The reactants are C1(=CC=CC=C1)CCCCCCCCC1=C(C=O)C=CC=C1 (2-(8-phenyloctyl)benzaldehyde), ( c ), FC(CCCCCCCCCCC[Mg]Br)(F)F (12,12,12-trifluorododecylmagnesium bromide), COC1=C(C=CC=C1)C=1OCC(N1)(C)C (2-(2-methoxyphenyl)-4,4-dimethyloxazoline). Solvent: O1CCCC1 (tetrahydrofuran). Procedure details: Following the procedures of Example 1(a), (b) and (c), 12,12,12-trifluorododecylmagnesium bromide (from 29.19 mmoles of 12,12,12-trifluorododecyl bromide and 25.71 mmoles of magnesium) was reacted with 2-(2-methoxyphenyl)-4,4-dimethyloxazoline (20.17 mmoles) in tetrahydrofuran to give 2-[2-(12,12,12-trifluorododecyl)phenyl]-4,4-dimethyloxazoline. The oxazoline (14.39 mmoles) was converted to the methiodide salt and then reduced with sodium borohydride (13.43 mmoles) to yield the desired product ... Product: FC(CCCCCCCCCCCC1=C(C=CC=C1)C=1OCC(N1)(C)C)(F)F (2-[2-(12,12,12-trifluorododecyl)phenyl]-4,4-dimethyloxazoline). The reactants are ClC1=C(C(=O)O)C=CC=C1 (2-chlorobenzoic acid), C1(=CC=CC=C1)C(CN)C=1C=NC(=CC1)C(F)(F)F (2-phenyl-2-(6-(trifluoromethyl)pyridin-3-yl)ethanamine). Product: ClC1=C(C(=O)NCC(C=2C=NC(=CC2)C(F)(F)F)C2=CC=CC=C2)C=CC=C1 (2-Chloro-N-(2-phenyl-2-(6-(trifluoromethyl)pyridin-3-yl)ethyl)benzamide). RXN SMILES: [Cl:1][C:2]1[CH:10]=[CH:9][CH:8]=[CH:7][C:3]=1[C:4]([OH:6])=O.[C:11]1([CH:17]([C:20]2[CH:21]=[N:22][C:23]([C:26]([F:29])([F:28])[F:27])=[CH:24][CH:25]=2)[CH2:18][NH2:19])[CH:16]=[CH:15][CH:14]=[CH:13][CH:12]=1>>[Cl:1][C:2]1[CH:10]=[CH:9][CH:8]=[CH:7][C:3]=1[C:4]([NH:19][CH2:18][CH:17]([C:11]1[CH:12]=[CH:13][CH:14]=[CH:15][CH:16]=1)[C:20]1[CH:21]=[N:22][C:23]([C:26]([F:29])([F:27])[F:28])=[CH:24][CH:25]=1)=[O:6]. Procedure: From 2-chlorobenzoic acid and 2-phenyl-2-(6-(trifluoromethyl)pyridin-3-yl)ethanamine. LCMS (MH+): m/z=405.2, tR (minutes, Method D)=0.79 As a reaction SMILES: [OH:1][C:2]1[C:3]([S:8][CH2:9][C:10]([O:12][CH3:13])=[O:11])=[N:4][CH:5]=[CH:6][CH:7]=1.F[C:15]1[CH:20]=[C:19]([N:21]2[C:26](=[O:27])[CH:25]=[C:24]([C:28]([F:31])([F:30])[F:29])[N:23]([CH3:32])[C:22]2=[O:33])[C:18]([F:34])=[CH:17][C:16]=1[N+:35]([O-:37])=[O:36].C(=O)([O-])[O-].[K+].[K+]>CN(C)C=O>[F:34][C:18]1[C:19]([N:21]2[C:26](=[O:27])[CH:25]=[C:24]([C:28]([F:31])([F:30])[F:29])[N:23]([CH3:32])[C:22]2=[O:33])=[CH:20][C:15]([O:1][C:2]2[C:3]([S:8][CH2:9][C:10]([O:12][CH3:13])=[O:11])=[N:4][CH:5]=[CH:6][CH:7]=2)=[C:16]([N+:35]([O-:37])=[O:36])[CH:17]=1 |f:2.3.4|. Yields the product FC1=CC(=C(OC=2C(=NC=CC2)SCC(=O)OC)C=C1N1C(N(C(=CC1=O)C(F)(F)F)C)=O)[N+](=O)[O-] (3-{4-fluoro-5-[3-methyl-2,6-dioxo-4-(trifluoromethyl)-1,2,3,6-tetrahydropyrimidin-1-yl]-2-nitrophenoxy}-2-(methoxycarbonyl)methylthiopyridine). Run in CN(C=O)C (N,N-dimethylformamide). Yield: 85.4%. Starting materials: ice water, OC=1C(=NC=CC1)SCC(=O)OC (3-hydroxy-2-(methoxycarbonyl)methylthiopyridine), FC1=C(C=C(C(=C1)N1C(N(C(=CC1=O)C(F)(F)F)C)=O)F)[N+](=O)[O-] (2,5-difluoro-4-[3-methyl-2,6-dioxo-4-(trifluoromethyl)-1,2,3,6-tetrahydropyri midin-1-yl]nitrobenzene), C([O-])([O-])=O.[K+].[K+] (potassium carbonate). Reported procedure: To a mixture of 0.26 g of 3-hydroxy-2-(methoxycarbonyl)methylthiopyridine, 0.38 g of 2,5-difluoro-4-[3-methyl-2,6-dioxo-4-(trifluoromethyl)-1,2,3,6-tetrahydropyri midin-1-yl]nitrobenzene, and 2 ml of N,N-dimethylformamide was added 0.17 g of potassium carbonate, and the mixture was stirred at 70° C. for 2 hours. The reaction mixture was cooled to room temperature and then poured into ice water, and the mixture was extracted with ethyl acetate. The organic layer was washed with saturated aqueous ... Reaction conditions: temperature 70 celsius, time 2 hour. The reactants are C[SiH2]OC(C)(c1cc2cc(Br)c(C)cc2n1C(C)CNC(=O)OC(C)(C)C)C(C)(C)C(C)C, CO, [F-], [NH4+]. Yields the product Cc1cc2c(cc1Br)cc1n2C(C)CN(C(=O)OC(C)(C)C)C1. Reaction SMILES: [C:1]([CH3:2])([CH3:3])([CH3:4])[O:5][C:6]([NH:7][CH2:8][CH:9]([CH3:10])[n:11]1[c:12]([C:22]([CH3:23])([C:24]([CH3:25])([CH3:26])[CH:27]([CH3:28])[CH3:29])[O:30][SiH2:31][CH3:32])[cH:13][c:14]2[cH:15][c:16]([Br:21])[c:17]([CH3:20])[cH:18][c:19]12)=[O:33].[CH3:36][OH:37].[F-:34].[NH4+:35]>>[C:1]([CH3:2])([CH3:3])([CH3:4])[O:5][C:6]([N:7]1[CH2:8][CH:9]([CH3:10])[n:11]2[c:12]([cH:13][c:14]3[cH:15][c:16]([Br:21])[c:17]([CH3:20])[cH:18][c:19]23)[CH2:22]1)=[O:33]. Reactants: C1(=CC=CC=C1)P(C1=CC=CC=C1)C1=CC=CC=C1 (triphenylphosphine), CC(C)OC(=O)/N=N/C(=O)OC(C)C (diisopropylazodicarboxylate), BrC=1C=CC(=C(C1)O)OC (5-bromo-2-methoxy-phenol), CN1CCC(CC1)O (1-methyl-piperidin-4-ol). Solvent: C1(=CC=CC=C1)C (toluene), C1(=CC=CC=C1)C (toluene). Conditions: temperature 0 celsius, time 5 minute. Yields the product BrC=1C=CC(=C(OC2CCN(CC2)C)C1)OC (4-(5-Bromo-2-methoxyphenoxy)-1-methylpiperidine). RXN SMILES: C1(P(C2C=CC=CC=2)C2C=CC=CC=2)C=CC=CC=1.CC(OC(/N=N/C(OC(C)C)=O)=O)C.[Br:34][C:35]1[CH:36]=[CH:37][C:38]([O:42][CH3:43])=[C:39]([OH:41])[CH:40]=1.[CH3:44][N:45]1[CH2:50][CH2:49][CH:48](O)[CH2:47][CH2:46]1>C1(C)C=CC=CC=1>[Br:34][C:35]1[CH:36]=[CH:37][C:38]([O:42][CH3:43])=[C:39]([CH:40]=1)[O:41][CH:48]1[CH2:49][CH2:50][N:45]([CH3:44])[CH2:46][CH2:47]1. Procedure details: Into a 40 mL screw-cap vial were added triphenylphosphine (1.55 g, 5.91 mmol) and toluene. The solution was stirred a 0° C. for 5 min then a diisopropylazodicarboxylate (1.18 mL, 5.99 mmol) was added drop-wise over 2 min. The solution was allowed to warm to room temperature over 1 h, then a solution of 5-bromo-2-methoxy-phenol (1.01 g, 4.98 mmol) and 1-methyl-piperidin-4-ol (701 mg, 6.08 mmol) in 4 mL of toluene was added. The reaction mixture was stirred at room temperature for 3 h. The reactio...